From a dataset of the Open Reaction Database (ORD), a public repository of structured organic reaction records. describe an organic reaction: reactants, conditions, products, and yield The reactants are O=C1C2=CC=CC=C2CC12CCNCC2 (1,3-dihydro-1-oxospiro[2H-indene-2,4'-piperidine]), C(C)(=O)OC(C)=O (acetic anhydride). Run in C(Cl)Cl (methylene chloride). Reaction conditions: time 1 hour. Product: C(C)(=O)N1CCC2(CC1)C(C1=CC=CC=C1C2)=O (1'-acetylspiro[2H-indene-2,4'-piperidine]-1(3H)-one). As a reaction SMILES: [O:1]=[C:2]1[C:10]2([CH2:15][CH2:14][NH:13][CH2:12][CH2:11]2)[CH2:9][C:8]2[C:3]1=[CH:4][CH:5]=[CH:6][CH:7]=2.[C:16](OC(=O)C)(=[O:18])[CH3:17]>C(Cl)Cl>[C:16]([N:13]1[CH2:14][CH2:15][C:10]2([CH2:9][C:8]3[C:3](=[CH:4][CH:5]=[CH:6][CH:7]=3)[C:2]2=[O:1])[CH2:11][CH2:12]1)(=[O:18])[CH3:17]. Procedure details: To a solution of 1.13 g (5.6 mmoles) 1,3-dihydro-1-oxospiro[2H-indene-2,4'-piperidine] in 15 ml methylene chloride cooled to 0° C. was added 1.23 g (12.0 mmoles) acetic anhydride. The solution was stirred at 0° for 1 hour and the solvent was removed in vacuo to give crude 1'-acetylspiro[2H-indene-2,4'-piperidine]-1(3H)-one. The reactants are [H-].[Al+3].[Li+].[H-].[H-].[H-] (Lithium aluminium hydride), CC1=C(N=C(O1)C1=CC=CC=C1)COC1=CC=C(C=N1)CN1C=C(C(=C1)C1=CC=CC=C1)C(=O)OC (methyl 1-[6-(5-methyl-2-phenyl-4-oxazolylmethoxy)-3-pyridylmethyl]-4-phenylpyrrole-3-carboxylate), O.O.O.O.O.O.O.O.O.O.S(=O)(=O)([O-])[O-].[Na+].[Na+] (Sodium sulfate decahydrate). Solvent: O1CCCC1 (tetrahydrofuran). Reaction conditions: time 3 hour. Product: CC1=C(N=C(O1)C1=CC=CC=C1)COC1=CC=C(C=N1)CN1C=C(C(=C1)C1=CC=CC=C1)CO ([1-[6-(5-methyl-2-phenyl-4-oxazolylmethoxy)-3-pyridylmethyl]-4-phenyl-3-pyrrolyl]methanol). The yield is 93.9%. As a reaction SMILES: [H-].[Al+3].[Li+].[H-].[H-].[H-].[CH3:7][C:8]1[O:12][C:11]([C:13]2[CH:18]=[CH:17][CH:16]=[CH:15][CH:14]=2)=[N:10][C:9]=1[CH2:19][O:20][C:21]1[N:26]=[CH:25][C:24]([CH2:27][N:28]2[CH:32]=[C:31]([C:33]3[CH:38]=[CH:37][CH:36]=[CH:35][CH:34]=3)[C:30]([C:39](OC)=[O:40])=[CH:29]2)=[CH:23][CH:22]=1.O.O.O.O.O.O.O.O.O.O.S([O-])([O-])(=O)=O.[Na+].[Na+]>O1CCCC1>[CH3:7][C:8]1[O:12][C:11]([C:13]2[CH:14]=[CH:15][CH:16]=[CH:17][CH:18]=2)=[N:10][C:9]=1[CH2:19][O:20][C:21]1[N:26]=[CH:25][C:24]([CH2:27][N:28]2[CH:32]=[C:31]([C:33]3[CH:38]=[CH:37][CH:36]=[CH:35][CH:34]=3)[C:30]([CH2:39][OH:40])=[CH:29]2)=[CH:23][CH:22]=1 |f:0.1.2.3.4.5,7.8.9.10.11.12.13.14.15.16.17.18.19|. Procedure: Lithium aluminium hydride (205 mg) was added gradually to a solution of methyl 1-[6-(5-methyl-2-phenyl-4-oxazolylmethoxy)-3-pyridylmethyl]-4-phenylpyrrole-3-carboxylate (1.30 g) in tetrahydrofuran (40 ml) at 0° C., and the resultant was stirred for 3 hours. Sodium sulfate decahydrate (2.80 g) was added to the reaction mixture, and the precipitate was removed by filtration. The filtrate was concentrated, and the residue was subjected to silica gel column chromatography to obtain [1-[6-(5-methyl-2... The reactants are O=C1C=C2CN(C(c3ccccc3)(c3ccccc3)c3ccccc3)CCC2S1, C1CCOC1, O, Cc1ccc(S(=O)(=O)O)cc1. The product is O=C1C=C2CNCCC2S1, Cc1ccc(S(=O)(=O)O)cc1. Reaction SMILES: [C:1]([c:2]1[cH:3][cH:4][cH:5][cH:6][cH:7]1)([c:8]1[cH:9][cH:10][cH:11][cH:12][cH:13]1)([c:14]1[cH:15][cH:16][cH:17][cH:18][cH:19]1)[N:20]1[CH2:21][C:22]2=[CH:28][C:27](=[O:29])[S:26][CH:23]2[CH2:24][CH2:25]1.[O:42]1[CH2:43][CH2:44][CH2:45][CH2:46]1.[OH2:30].[c:31]1([CH3:41])[cH:32][cH:33][c:34]([S:37](=[O:38])(=[O:39])[OH:40])[cH:35][cH:36]1>>[NH:20]1[CH2:21][C:22]2=[CH:28][C:27](=[O:29])[S:26][CH:23]2[CH2:24][CH2:25]1.[c:31]1([CH3:41])[cH:32][cH:33][c:34]([S:37](=[O:38])(=[O:39])[OH:40])[cH:35][cH:36]1.